describe an organic reaction: reactants, conditions, products, and yield From a dataset of the Open Reaction Database (ORD), a public repository of structured organic reaction records. The reactants are [N+](=O)([O-])C=1C=C2C(=NNC2=CC1)C#N (5-nitro-1H-indazole-3-carbonitrile), C(=O)([O-])[O-].[K+].[K+] (K2CO3), C[C@H]1OC1 ((R)-2-methyloxirane). Solvent: CN(C)C=O (DMF). Conditions: temperature 85 celsius. Product: O[C@@H](CN1N=C(C2=CC(=CC=C12)[N+](=O)[O-])C#N)C ((R)-1-(2-hydroxypropyl)-5-nitro-1H-indazole-3-carbonitrile). Isolated yield 96.8%. Reaction SMILES: [N+:1]([C:4]1[CH:5]=[C:6]2[C:10](=[CH:11][CH:12]=1)[NH:9][N:8]=[C:7]2[C:13]#[N:14])([O-:3])=[O:2].C([O-])([O-])=O.[K+].[K+].[CH3:21][C@@H:22]1[CH2:24][O:23]1>CN(C=O)C>[OH:23][C@H:22]([CH3:24])[CH2:21][N:9]1[C:10]2[C:6](=[CH:5][C:4]([N+:1]([O-:3])=[O:2])=[CH:12][CH:11]=2)[C:7]([C:13]#[N:14])=[N:8]1 |f:1.2.3|. Procedure details: 5-nitro-1H-indazole-3-carbonitrile (600 mg, 3.19 mmol, Example 391E) was taken up in DMF (3 ml), and K2CO3 (580 mg, 4.20 mmol) and (R)-2-methyloxirane (1.85 ml, 26.4 mmol) were added. The reaction mixture was heated at 85° C. for 1 h. The reaction mixture was partitioned between half-saturated aq. NH4Cl solution and EtOAc. The organic layer was washed with half-saturated aq. NaHCO3 solution, then brine, dried over MgSO4, filtered and evaporated to dryness. The crude material was purified by flas... Starting materials: ClC1=NC(=CC2=C1NC=N2)Cl (4,6-dichloro-3H-imidazo[4,5-c]pyridine), FC(C1=CC=C(CO)C=C1)(F)F (4-trifluoromethyl benzyl alcohol), C1=CC=C(C=C1)P(C2=CC=CC=C2)C3=CC=CC=C3 (PPh3), C1(=CC=C(C=C1)S(=O)(=O)O)C (p-toluenesulfonic acid), N(=NC(=O)OC(C)C)C(=O)OC(C)C (diisopropyl azodicarboxylate). Run in C1CCOC1 (THF), C1CCOC1 (THF), CCOC(=O)C (EtOAc). Run at temperature 0 celsius. Yields the product ClC1=NC(=CC2=C1N(C=N2)CC2=CC=C(C=C2)C(F)(F)F)Cl (4,6-dichloro-3-(4-(trifluoromethyl)benzyl)-3H-imidazo[4,5-c]pyridine). Reaction SMILES: [Cl:1][C:2]1[C:7]2[NH:8][CH:9]=[N:10][C:6]=2[CH:5]=[C:4]([Cl:11])[N:3]=1.C1C=CC(P(C2C=CC=CC=2)C2C=CC=CC=2)=CC=1.[F:31][C:32]([F:42])([F:41])[C:33]1[CH:40]=[CH:39][C:36]([CH2:37]O)=[CH:35][CH:34]=1.N(C(OC(C)C)=O)=NC(OC(C)C)=O.C1(C)C=CC(S(O)(=O)=O)=CC=1>C1COCC1.CCOC(C)=O>[Cl:1][C:2]1[C:7]2[N:8]([CH2:37][C:36]3[CH:35]=[CH:34][C:33]([C:32]([F:31])([F:41])[F:42])=[CH:40][CH:39]=3)[CH:9]=[N:10][C:6]=2[CH:5]=[C:4]([Cl:11])[N:3]=1. Procedure: 4,6-dichloro-3H-imidazo[4,5-c]pyridine (500 mg, 2.6 mmol), PPh3 (762 mg, 2.91 mmol) and THF (20 mL) were combined and stirred under a nitrogen atmosphere. A solution of 4-trifluoromethyl benzyl alcohol (513 mg, 2.91 mmol) in THF (5 mL) was added at rt. The reaction mixture was cooled to 0° C., and diisopropyl azodicarboxylate (587 mg, 2.91 mmol) was added dropwise. The reaction was warmed to rt and stirred overnight under N2. The reaction was then diluted with EtOAc, washed with brine, dried ove... Reactants: BrB(Br)Br, ClCCl, CO, CC=C(C(=O)OC)c1ccccc1COC, O. Yields the product CC=C(C(=O)OC)c1ccccc1CBr. RXN SMILES: [B:1]([Br:2])([Br:3])[Br:4].[CH2:24]([Cl:25])[Cl:26].[CH3:21][OH:22].[CH3:5][O:6][CH2:7][c:8]1[c:9]([C:14]([C:15](=[O:16])[O:17][CH3:18])=[CH:19][CH3:20])[cH:10][cH:11][cH:12][cH:13]1.[OH2:23]>>[Br:2][CH2:7][c:8]1[c:9]([C:14]([C:15](=[O:16])[O:17][CH3:18])=[CH:19][CH3:20])[cH:10][cH:11][cH:12][cH:13]1. Reactants: C(C1=CC=CC=C1)(=O)C=1C(N(C(N(C1CBr)C)=O)C)=O (5-Benzoyl-6-(bromomethyl)-1,3-dimethylpyrimidine-2,4(1H,3H)-dione), C(C1=CC=CC=C1)(=O)C=1C(N(C(N(C1CBr)C)=O)C)=O (5-Benzoyl-6-(bromomethyl)-1,3-dimethylpyrimidine-2,4(1H,3H)-dione), C(C)OC(CCCN)OCC (4,4-diethoxybutan-1-amine), TEA. Solvent: CCO (EtOH). Reaction conditions: time 1.5 hour. Yields the product CN1C(N(C(C=2C1=C1C=CCCN1C2C2=CC=CC=C2)=O)C)=O (1,3-Dimethyl-5-phenyl-7,8-dihydropyrimido[4,5-a]indolizine-2,4(1H,3H)-dione). RXN SMILES: [C:1]([C:9]1[C:10](=[O:20])[N:11]([CH3:19])[C:12](=[O:18])[N:13]([CH3:17])[C:14]=1[CH2:15]Br)(=O)[C:2]1[CH:7]=[CH:6][CH:5]=[CH:4][CH:3]=1.C(O[CH:24](OCC)[CH2:25][CH2:26][CH2:27][NH2:28])C>CCO>[CH3:17][N:13]1[C:14]2=[C:15]3[N:28]([C:1]([C:2]4[CH:7]=[CH:6][CH:5]=[CH:4][CH:3]=4)=[C:9]2[C:10](=[O:20])[N:11]([CH3:19])[C:12]1=[O:18])[CH2:27][CH2:26][CH:25]=[CH:24]3. Procedure: 5-Benzoyl-6-(bromomethyl)-1,3-dimethylpyrimidine-2,4(1H,3H)-dione (Intermediate C), (1.169 g, 3.47 mmol) in EtOH (20 mL) was treated with 4,4-diethoxybutan-1-amine (0.659 mL, 3.81 mmol) and TEA (0.966 mL, 6.93 mmol) and the mixture heated at reflux for 50 min. The reaction mixture was cooled to RT and evaporated under reduced pressure. The residue was re-dissolved in THF (20 mL), 1M hydrochloric acid (3.47 mL) was added and the mixture stirred at RT for 1.5 h. The reaction mixture was diluted wi... Reactants: ClC1=NC(=NC(=C1)Cl)NC(OC)=N (N-(4,6-dichloro-pyrimidin2-yl)-O-methyl-isourea), C[O-].[Na+] (sodium methoxide). Run in CO (methanol), CO (methanol). Conditions: time 12 hour. Yields the product ClC1=NC(=NC(=C1)OC)NC(OC)=N (N-(4-chloro-6-methoxy-pyrimidin-2-yl) -O-methyl-isourea). Isolated yield 85.6%. RXN SMILES: [Cl:1][C:2]1[CH:7]=[C:6](Cl)[N:5]=[C:4]([NH:9][C:10](=[NH:13])[O:11][CH3:12])[N:3]=1.[CH3:14][O-:15].[Na+]>CO>[Cl:1][C:2]1[CH:7]=[C:6]([O:15][CH3:14])[N:5]=[C:4]([NH:9][C:10](=[NH:13])[O:11][CH3:12])[N:3]=1 |f:1.2|. Reported procedure: 9.1 g (0.041 mol) of N-(4,6-dichloro-pyrimidin2-yl)-O-methyl-isourea are initially introduced in 80 ml of methanol. 2.2 g of sodium methoxide (0.041 mol), dissolved in 20 ml of methanol, are then added dropwise at 20° C. The mixture is subsequently stirred for 12 hours and concentrated, the residue is taken up in methylene chloride, and the solution is washed three times with water and concentrated again. 7.6 g (86% of theory) of N-(4-chloro-6-methoxy-pyrimidin-2-yl) -O-methyl-isourea are obtain... Starting materials: CI, CCOCC, CN1CCCC(OCc2cc(C(F)(F)F)cc(C(F)(F)F)c2)C1c1ccccc1. Reaction SMILES: [CH3:30][I:31].[CH3:32][CH2:33][O:34][CH2:35][CH3:36].[F:1][C:2]([c:3]1[cH:4][c:5]([CH2:13][O:14][CH:15]2[CH:16]([c:22]3[cH:23][cH:24][cH:25][cH:26][cH:27]3)[N:17]([CH3:21])[CH2:18][CH2:19][CH2:20]2)[cH:6][c:7]([C:9]([F:10])([F:11])[F:12])[cH:8]1)([F:28])[F:29]>>[F:1][C:2]([c:3]1[cH:4][c:5]([CH2:13][O:14][CH:15]2[CH:16]([c:22]3[cH:23][cH:24][cH:25][cH:26][cH:27]3)[N+:17]([CH3:21])([CH3:30])[CH2:18][CH2:19][CH2:20]2)[cH:6][c:7]([C:9]([F:10])([F:11])[F:12])[cH:8]1)([F:28])[F:29].[I-:31]. Yields the product C[N+]1(C)CCCC(OCc2cc(C(F)(F)F)cc(C(F)(F)F)c2)C1c1ccccc1, [I-]. Starting materials: O=C([O-])[O-], CCOC(CN1CCNCC1)c1ccccc1, CCO, ClC(Cl)Cl, Cl, [K+], [K+], O=c1[nH]cnc2ccc(S(=O)(=O)Cl)cc12, O. Product: CCOC(CN1CCN(S(=O)(=O)c2ccc3nc[nH]c(=O)c3c2)CC1)c1ccccc1, Cl. RXN SMILES: [C:18](=[O:19])([O-:20])[O-:21].[CH2:1]([CH3:2])[O:3][CH:4]([CH2:5][N:6]1[CH2:7][CH2:8][NH:9][CH2:10][CH2:11]1)[c:12]1[cH:13][cH:14][cH:15][cH:16][cH:17]1.[CH3:44][CH2:45][OH:46].[CH:40]([Cl:41])([Cl:42])[Cl:43].[ClH:39].[K+:22].[K+:23].[O:24]=[c:25]1[nH:26][cH:27][n:28][c:29]2[cH:30][cH:31][c:32]([S:35](=[O:36])(=[O:37])[Cl:38])[cH:33][c:34]12.[OH2:47]>>[CH2:1]([CH3:2])[O:3][CH:4]([CH2:5][N:6]1[CH2:7][CH2:8][N:9]([S:35]([c:32]2[cH:31][cH:30][c:29]3[n:28][cH:27][nH:26][c:25](=[O:24])[c:34]3[cH:33]2)(=[O:36])=[O:37])[CH2:10][CH2:11]1)[c:12]1[cH:13][cH:14][cH:15][cH:16][cH:17]1.[ClH:38].